This data is from the Open Reaction Database (ORD), a public repository of structured organic reaction records. The task is: describe an organic reaction: reactants, conditions, products, and yield Starting materials: C(C)NCC(O)C1=CC=C(C#N)C=C1 (4-[2-(ethylamino)-1-hydroxyethyl]-benzonitrile), C([O-])([O-])=O.[K+].[K+] (potassiumcarbonate), BrCCCSCCC (1-bromo-3-(propylthio)-propane). The solvent is C(C)#N (acetonitrile). Yields the product C(C)N(CC(O)C1=CC=C(C#N)C=C1)CCCSCCC (4-[2[ethyl[3-(propylthio)propyl]amino]-1-hydroxyethyl]benzonitrile). Reaction SMILES: [CH2:1]([NH:3][CH2:4][CH:5]([C:7]1[CH:14]=[CH:13][C:10]([C:11]#[N:12])=[CH:9][CH:8]=1)[OH:6])[CH3:2].C(=O)([O-])[O-].[K+].[K+].Br[CH2:22][CH2:23][CH2:24][S:25][CH2:26][CH2:27][CH3:28]>C(#N)C>[CH2:1]([N:3]([CH2:22][CH2:23][CH2:24][S:25][CH2:26][CH2:27][CH3:28])[CH2:4][CH:5]([C:7]1[CH:8]=[CH:9][C:10]([C:11]#[N:12])=[CH:13][CH:14]=1)[OH:6])[CH3:2] |f:1.2.3|. Reported procedure: 1.5 g of 4-[2-(ethylamino)-1-hydroxyethyl]-benzonitrile, 2.1 g of potassiumcarbonate, 1.7 g of 1-bromo-3-(propylthio)-propane was mixed in 50 ml acetonitrile and refluxed over night. The mixture was filtered and evaporated and the residue was dissolved in 2 M hydrochloric acid. The acidic waterlayer was washed twice with ether, alkalized with 10 M sodiumhydroxide and extracted with three portions of dichloromethane. Reactants: C(=O)C=O (glyoxal), C(C)C1=C(C=CC=C1)NC(=S)NC (N-(2-ethyl-phenyl)-N'-methyl-thiourea), NC(=S)N (thiourea). The solvent is C(C)N(CC)CC (triethylamine), C(OC)COC (dimethoxyethane). Reaction conditions: temperature 50 celsius, time 1 hour. Yields the product C(C)C1=C(C=CC=C1)N1C(N(C(C1O)O)C)=S (1-(2-Ethyl-phenyl)-3-methyl-4,5-dihydroxy-imidazolidine-2-thione). As a reaction SMILES: [CH2:1]([C:3]1[CH:8]=[CH:7][CH:6]=[CH:5][C:4]=1[NH:9][C:10]([NH:12][CH3:13])=[S:11])[CH3:2].[CH:14]([CH:16]=[O:17])=[O:15].NC(N)=S>C(COC)OC.C(N(CC)CC)C>[CH2:1]([C:3]1[CH:8]=[CH:7][CH:6]=[CH:5][C:4]=1[N:9]1[CH:14]([OH:15])[CH:16]([OH:17])[N:12]([CH3:13])[C:10]1=[S:11])[CH3:2]. Procedure details: 30.0 g of N-(2-ethyl-phenyl)-N'-methyl-thiourea were stirred in 200 ml of dimethoxyethane and 10 ml of triethylamine, and 36.0 g of a 30% strength aqueous glyoxal solution were added. The mixture was stirred for 1 hour at 20° C. and for 1 hour at 50° C., the thiourea dissolving completely. The solvent was distilled off in vacuo, the residue was stirred with water and a little dilute acetic acid and the oily reaction product was taken up in methylene chloride. The methylene chloride solution was ... Reactants: Cl, O=C(NCC1Cc2cc3c(cc2O1)CCCC3)OCc1ccccc1. The product is NCC1Cc2cc3c(cc2O1)CCCC3. As a reaction SMILES: [ClH:26].[O:1]1[c:2]2[c:3]([cH:18][c:19]3[c:24]([cH:25]2)[CH2:23][CH2:22][CH2:21][CH2:20]3)[CH2:4][CH:5]1[CH2:6][NH:7][C:8](=[O:9])[O:10][CH2:11][c:12]1[cH:13][cH:14][cH:15][cH:16][cH:17]1>>[O:1]1[c:2]2[c:3]([cH:18][c:19]3[c:24]([cH:25]2)[CH2:23][CH2:22][CH2:21][CH2:20]3)[CH2:4][CH:5]1[CH2:6][NH2:7].